Dataset: the Open Reaction Database (ORD), a public repository of structured organic reaction records. Task: describe an organic reaction: reactants, conditions, products, and yield Starting materials: CCOC(=O)c1nn(Cc2ccc(Br)nc2)c2ccccc2c1=O, CCCC[Sn](CCCC)(CCCC)c1cscn1, [Cs+], [Cu]I, [F-], O, c1ccc(P(c2ccccc2)(c2ccccc2)[Pd](P(c2ccccc2)(c2ccccc2)c2ccccc2)(P(c2ccccc2)(c2ccccc2)c2ccccc2)P(c2ccccc2)(c2ccccc2)c2ccccc2)cc1. The product is CCOC(=O)c1nn(Cc2ccc(-c3cscn3)nc2)c2ccccc2c1=O. RXN SMILES: [Br:1][c:2]1[cH:3][cH:4][c:5]([CH2:8][n:9]2[n:10][c:11]([C:20](=[O:21])[O:22][CH2:23][CH3:24])[c:12](=[O:19])[c:13]3[cH:14][cH:15][cH:16][cH:17][c:18]23)[cH:6][n:7]1.[CH2:25]([Sn:26]([CH2:27][CH2:28][CH2:29][CH3:35])([c:30]1[n:31][cH:32][s:33][cH:34]1)[CH2:36][CH2:37][CH2:38][CH3:39])[CH2:40][CH2:41][CH3:42].[Cs+:44].[Cu:45][I:46].[F-:43].[OH2:124].[cH:47]1[cH:48][cH:49][c:50]([P:51]([Pd:52]([P:53]([c:54]2[cH:55][cH:56][cH:57][cH:58][cH:59]2)([c:60]2[cH:61][cH:62][cH:63][cH:64][cH:65]2)[c:66]2[cH:67][cH:68][cH:69][cH:70][cH:71]2)([P:72]([c:73]2[cH:74][cH:75][cH:76][cH:77][cH:78]2)([c:79]2[cH:80][cH:81][cH:82][cH:83][cH:84]2)[c:85]2[cH:86][cH:87][cH:88][cH:89][cH:90]2)[P:91]([c:92]2[cH:93][cH:94][cH:95][cH:96][cH:97]2)([c:98]2[cH:99][cH:100][cH:101][cH:102][cH:103]2)[c:104]2[cH:105][cH:106][cH:107][cH:108][cH:109]2)([c:110]2[cH:111][cH:112][cH:113][cH:114][cH:115]2)[c:116]2[cH:117][cH:118][cH:119][cH:120][cH:121]2)[cH:122][cH:123]1>>[c:2]1(-[c:30]2[n:31][cH:32][s:33][cH:34]2)[cH:3][cH:4][c:5]([CH2:8][n:9]2[n:10][c:11]([C:20](=[O:21])[O:22][CH2:23][CH3:24])[c:12](=[O:19])[c:13]3[cH:14][cH:15][cH:16][cH:17][c:18]23)[cH:6][n:7]1. Starting materials: CCOC(=O)c1cc(Br)n(-c2ccccc2)c1CBr, CCOC(=O)CNC(=O)OC(C)(C)C, CN(C)C=O, [H-], [Na+]. The product is CCOC(=O)CN(Cc1c(C(=O)OCC)cc(Br)n1-c1ccccc1)C(=O)OC(C)(C)C. Reaction SMILES: [CH2:1]([CH3:2])[O:3][C:4](=[O:5])[c:6]1[c:7]([CH2:18][Br:19])[n:8](-[c:12]2[cH:13][cH:14][cH:15][cH:16][cH:17]2)[c:9]([Br:11])[cH:10]1.[CH2:20]([CH3:21])[O:22][C:23]([CH2:24][NH:25][C:26](=[O:27])[O:28][C:29]([CH3:30])([CH3:31])[CH3:32])=[O:33].[CH3:36][N:37]([CH3:38])[CH:39]=[O:40].[H-:34].[Na+:35]>>[CH2:1]([CH3:2])[O:3][C:4](=[O:5])[c:6]1[c:7]([CH2:18][N:25]([CH2:24][C:23]([O:22][CH2:20][CH3:21])=[O:33])[C:26](=[O:27])[O:28][C:29]([CH3:30])([CH3:31])[CH3:32])[n:8](-[c:12]2[cH:13][cH:14][cH:15][cH:16][cH:17]2)[c:9]([Br:11])[cH:10]1. Reactants: CS(=O)(=O)Cl, OCC1CC(c2ccc(I)c(F)c2)=NO1. Product: CS(=O)(=O)OCC1CC(c2ccc(I)c(F)c2)=NO1. Reaction SMILES: [CH3:16][S:17]([Cl:18])(=[O:19])=[O:20].[F:1][c:2]1[cH:3][c:4]([C:9]2=[N:10][O:11][CH:12]([CH2:14][OH:15])[CH2:13]2)[cH:5][cH:6][c:7]1[I:8]>>[F:1][c:2]1[cH:3][c:4]([C:9]2=[N:10][O:11][CH:12]([CH2:14][O:15][S:17]([CH3:16])(=[O:19])=[O:20])[CH2:13]2)[cH:5][cH:6][c:7]1[I:8]. Reactants: C(C)(=O)[O-].C(C)[NH+](CC)CC (triethylammonium acetate), COC(C1N=C(SC1)C=1SC2=C(N1)C=CC(=C2)O)OC (2-(4-(dimethoxymethyl)-4,5-dihydrothiazol-2-yl)benzo[d]thiazol-6-ol), BrCCO (2-bromoethanol), Cl (HCl). Solvent: O1CCOCC1 (dioxane). Conditions: time 4 hour. Yields the product BrCCOC(C1N=C(SC1)C=1SC2=C(N1)C=CC(=C2)O)OC (2-(4-((2-bromoethoxy)(methoxy)methyl)-4,5-dihydrothiazol-2-yl)benzo[d]thiazol-6-ol). Reaction SMILES: [CH3:1][O:2][CH:3]([O:19][CH3:20])[CH:4]1[CH2:8][S:7][C:6]([C:9]2[S:10][C:11]3[CH:17]=[C:16]([OH:18])[CH:15]=[CH:14][C:12]=3[N:13]=2)=[N:5]1.[Br:21][CH2:22]CO.Cl.C([O-])(=O)C.C([NH+](CC)CC)C>O1CCOCC1>[Br:21][CH2:22][CH2:20][O:19][CH:3]([O:2][CH3:1])[CH:4]1[CH2:8][S:7][C:6]([C:9]2[S:10][C:11]3[CH:17]=[C:16]([OH:18])[CH:15]=[CH:14][C:12]=3[N:13]=2)=[N:5]1 |f:3.4|. Procedure details: To a vial containing 2-(4-(dimethoxymethyl)-4,5-dihydrothiazol-2-yl)benzo[d]thiazol-6-ol (50 mg), 2-bromoethanol (1 mL) and a solution of HCl in dioxane (125 uL of 4M) was added. After 4 hours at room temperature, an aqueous solution of triethylammonium acetate (TEAA) (1 mL of 1M) was added to the reaction. After filtration, the solution was purified by preparative RP-HPLC by eluting with 50 mM TEAA ramping to acetonitrile over 30 min. Yield 26 mg. 1H NMR (300 MHz, CDCl3) δ 7.96 (d, J=8.9, 1H), ... The reactants are C1(=CC=CC=C1)N (benzenamine), [N+](=O)([O-])C1=C(C(=CC(=C1)C(F)(F)F)[N+](=O)[O-])NC1=CC(=CC=C1)OC(C(F)(F)F)(F)F (N-(2,6-dinitro-4-trifluoromethylphenyl)-3-(1,1,2,2,2-pentafluoroethoxy)benzenamine), ClCl (chlorine). The solvent is ClCCl (dichloromethane). The product is [N+](=O)([O-])C1=C(C(=CC(=C1)C(F)(F)F)[N+](=O)[O-])NC1=C(C(=CC=C1)OC(C(F)(F)F)(F)F)Cl (N-(2,6-dinitro-4-trifluoromethylphenyl)-2-chloro-3-(1,1,2,2,2-pentafluoroethoxy)benzenamine). As a reaction SMILES: C1(N)C=CC=CC=1.[N+:8]([C:11]1[CH:16]=[C:15]([C:17]([F:20])([F:19])[F:18])[CH:14]=[C:13]([N+:21]([O-:23])=[O:22])[C:12]=1[NH:24][C:25]1[CH:30]=[CH:29][CH:28]=[C:27]([O:31][C:32]([F:38])([F:37])[C:33]([F:36])([F:35])[F:34])[CH:26]=1)([O-:10])=[O:9].[Cl:39]Cl>ClCCl>[N+:21]([C:13]1[CH:14]=[C:15]([C:17]([F:18])([F:19])[F:20])[CH:16]=[C:11]([N+:8]([O-:10])=[O:9])[C:12]=1[NH:24][C:25]1[CH:30]=[CH:29][CH:28]=[C:27]([O:31][C:32]([F:37])([F:38])[C:33]([F:34])([F:35])[F:36])[C:26]=1[Cl:39])([O-:23])=[O:22]. Procedure: When desired, the above described halogenation reaction can be carried out utilizing less than one molar quantity of halogenating agent, thereby effecting monohalogenation instead of dihalogenation. The monohalogenated product can be further halogenated if desired with the same or a different halogenating agent. For instance a benzenamine such as N-(2,6-dinitro-4-trifluoromethylphenyl)-3-(1,1,2,2,2-pentafluoroethoxy)benzenamine can be reacted with about a 0.5 molar amount of chlorine in dichloro... Starting materials: C(C)C1N(C=2C=CC(=CC2C2=CC=CC=C12)C1=CC(=CC=C1)OC)S(=O)(=O)C1=CC=C(C=C1)O (4-{[6-ethyl-2-(3-methoxyphenyl)phenanthridin-5(6H)-yl]sulfonyl}phenol), C1=CCCCC1 (cyclohexene), B(Br)(Br)Br (boron tribromide). The solvent is ClCCl (dichloromethane). Yields the product C(C)C1N(C=2C=CC(=CC2C2=CC=CC=C12)C=1C=C(C=CC1)O)S(=O)(=O)C1=CC=C(C=C1)O (3-{6-Ethyl-5-[(4-hydroxyphenyl)sulfonyl]-5,6-dihydrophenanthridine-2-yl}phenol). Yield: 75.7%. As a reaction SMILES: [CH2:1]([CH:3]1[C:16]2[C:11](=[CH:12][CH:13]=[CH:14][CH:15]=2)[C:10]2[CH:9]=[C:8]([C:17]3[CH:22]=[CH:21][CH:20]=[C:19]([O:23]C)[CH:18]=3)[CH:7]=[CH:6][C:5]=2[N:4]1[S:25]([C:28]1[CH:33]=[CH:32][C:31]([OH:34])=[CH:30][CH:29]=1)(=[O:27])=[O:26])[CH3:2].C1CCCCC=1.B(Br)(Br)Br>ClCCl>[CH2:1]([CH:3]1[C:16]2[C:11](=[CH:12][CH:13]=[CH:14][CH:15]=2)[C:10]2[CH:9]=[C:8]([C:17]3[CH:18]=[C:19]([OH:23])[CH:20]=[CH:21][CH:22]=3)[CH:7]=[CH:6][C:5]=2[N:4]1[S:25]([C:28]1[CH:29]=[CH:30][C:31]([OH:34])=[CH:32][CH:33]=1)(=[O:27])=[O:26])[CH3:2]. Reported procedure: A stirred and cooled solution of 4-{[6-ethyl-2-(3-methoxyphenyl)phenanthridin-5(6H)-yl]sulfonyl}phenol (0.645 g, 1.36 mmol) and cyclohexene (1.1 mL, 10.9 mmol) in dichloromethane (5 mL) was treated drop-wise under nitrogen at −30° C. with boron tribromide (1.03 mL, 10.9 mmol). After the addition was completed, the reaction mixture was allowed to warm to room temperature and stirred for four hours. The reaction was cooled to −30° C. and quenched with methanol (1 mL). The solvent was removed in va... Reported procedure: To a solution of 4-chloro-5,6,7,8-tetrahydrobenzo[1,2-b]pyrimidino[5,4-d]selenophene (500 mg, 1.84 mmol, from step b of example 1) in DMF (10 mL) was added sequentially 3-amino-5-bromopyridine (380 mg, 2.19 mmol) and powdered NaOH (220 mg, 5.5 mmol) at rt and the mixture was stirred at rt for 36 h. The mixture was poured into ice cooled water and stirred for 10 min. The precipitated solid was filtered, washed with water and dried. The crude solid was chromatographed over silica gel column using ... The reactants are ClC1=NC=NC2=C1C1=C([Se]2)CCCC1 (4-Chloro-5,6,7,8-tetrahydrobenzo[1,2-b]pyrimidino[5,4-d]selenophene), NC=1C=NC=C(C1)Br (3-amino-5-bromopyridine), [OH-].[Na+] (NaOH), O (water). Yields the product BrC=1C=C(C=NC1)NC1=NC=NC2=C1C1=C([Se]2)CCCC1 ((5-Bromo(3-pyridyl))-5,6,7,8-tetrahydrobenzo[1,2-b]pyrimidino[5,6-d]selenophen-4-ylamine). Solvent: CN(C)C=O (DMF). The yield is 66.6%. Reaction conditions: time 36 hour. As a reaction SMILES: Cl[C:2]1[C:7]2[C:8]3[CH2:14][CH2:13][CH2:12][CH2:11][C:9]=3[Se:10][C:6]=2[N:5]=[CH:4][N:3]=1.[NH2:15][C:16]1[CH:17]=[N:18][CH:19]=[C:20]([Br:22])[CH:21]=1.[OH-].[Na+].O>CN(C=O)C>[Br:22][C:20]1[CH:21]=[C:16]([NH:15][C:2]2[C:7]3[C:8]4[CH2:14][CH2:13][CH2:12][CH2:11][C:9]=4[Se:10][C:6]=3[N:5]=[CH:4][N:3]=2)[CH:17]=[N:18][CH:19]=1 |f:2.3|. Reactants: BrC=1C=NC=2N(C1)N=C(C2)C(=O)N2C(C=1C(CC2)=CNC1)C ((6-bromo-pyrazolo[1,5-a]pyrimidin-2-yl)-(4-methyl-2,4,6,7-tetrahydro-pyrrolo[3,4-c]pyridin-5-yl)-methanone), N1N=NN=C1 (tetrazole). The product is BrC=1C=NC=2N(C1)N=C(C2)C(=O)N2C(C=1C(CC2)=C(NC1)C1=NN=NN1)C ((6-Bromo-pyrazolo[1,5-a]pyrimidin-2-yl)-[4-methyl-1-(1H-tetrazol-5-yl)-2,4,6,7-tetrahydro-pyrrolo[3,4-c]pyridin-5-yl]-methanone). Reaction SMILES: [Br:1][C:2]1[CH:3]=[N:4][C:5]2[N:6]([N:8]=[C:9]([C:11]([N:13]3[CH2:18][CH2:17][C:16]4=[CH:19][NH:20][CH:21]=[C:15]4[CH:14]3[CH3:22])=[O:12])[CH:10]=2)[CH:7]=1.[NH:23]1[CH:27]=[N:26][N:25]=[N:24]1>>[Br:1][C:2]1[CH:3]=[N:4][C:5]2[N:6]([N:8]=[C:9]([C:11]([N:13]3[CH2:18][CH2:17][C:16]4=[C:19]([C:27]5[NH:26][N:25]=[N:24][N:23]=5)[NH:20][CH:21]=[C:15]4[CH:14]3[CH3:22])=[O:12])[CH:10]=2)[CH:7]=1. Procedure details: In close analogy to the procedure described in Example 52, (6-bromo-pyrazolo[1,5-a]pyrimidin-2-yl)-(4-methyl-2,4,6,7-tetrahydro-pyrrolo[3,4-c]pyridin-5-yl)-methanone is reacted with 1H tetrazole to provide the title compound. Starting materials: Oc1ccc(Br)cc1, CCCC[N+](CCCC)(CCCC)CCCC, CCOCC, NC=O, ClCCc1c[nH]cn1, Cl, [H-], [I-], [Na+]. Product: Brc1ccc(OCCc2c[nH]cn2)cc1. As a reaction SMILES: [Br:3][c:4]1[cH:5][cH:6][c:7]([OH:10])[cH:8][cH:9]1.[CH2:29]([N+:30]([CH2:31][CH2:32][CH2:33][CH3:34])([CH2:35][CH2:36][CH2:37][CH3:38])[CH2:39][CH2:40][CH2:41][CH3:42])[CH2:43][CH2:44][CH3:45].[CH3:20][CH2:21][O:22][CH2:23][CH3:24].[CH:25]([NH2:26])=[O:27].[Cl:12][CH2:13][CH2:14][c:15]1[n:16][cH:17][nH:18][cH:19]1.[ClH:11].[H-:1].[I-:28].[Na+:2]>>[Br:3][c:4]1[cH:5][cH:6][c:7]([O:10][CH2:13][CH2:14][c:15]2[n:16][cH:17][nH:18][cH:19]2)[cH:8][cH:9]1.